This data is from the Open Reaction Database (ORD), a public repository of structured organic reaction records. The task is: describe an organic reaction: reactants, conditions, products, and yield Reactants: C(C1=CC=CC=C1)OC(=O)NC=1C(=CC(=C(C1)C=1CCN(CC1)C(=O)OC(C)(C)C)F)F (tert-butyl 4-(5-{[(benzyloxy)carbonyl]amino}-2,4-difluorophenyl)-3,6-dihydro-1(2H)-pyridinecarboxylate), [H][H] (hydrogen). Reagents/catalysts: [Pd] (Pd/C). Run in C(C)(=O)OCC (ethyl acetate), CO (methanol). Run at time 72 hour. The product is NC=1C(=CC(=C(C1)C1CCN(CC1)C(=O)OC(C)(C)C)F)F (tert-butyl 4-(5-amino-2,4-difluorophenyl)-1-piperidinecarboxylate). The yield is 123.6%. RXN SMILES: C(OC([NH:11][C:12]1[C:13]([F:32])=[CH:14][C:15]([F:31])=[C:16]([C:18]2[CH2:19][CH2:20][N:21]([C:24]([O:26][C:27]([CH3:30])([CH3:29])[CH3:28])=[O:25])[CH2:22][CH:23]=2)[CH:17]=1)=O)C1C=CC=CC=1.[H][H]>C(OCC)(=O)C.CO.[Pd]>[NH2:11][C:12]1[C:13]([F:32])=[CH:14][C:15]([F:31])=[C:16]([CH:18]2[CH2:23][CH2:22][N:21]([C:24]([O:26][C:27]([CH3:28])([CH3:30])[CH3:29])=[O:25])[CH2:20][CH2:19]2)[CH:17]=1. Reported procedure: A mixture of tert-butyl 4-(5-{[(benzyloxy)carbonyl]amino}-2,4-difluorophenyl)-3,6-dihydro-1(2H)-pyridinecarboxylate (1.60 g, 3.60 mmol) and 5% Pd/C (320 mg, 0.100 mmol) in ethyl acetate (25.0 mL) and methanol (25.0 mL) was hydrogenated at room temperature for 72 hours using hydrogen bomb (200 psi). The reaction mixture was filtered through Celite and washed with EtOAc/MeOH (1:1, 3×50 mL). The filtrate was concentrated in vacuo to afford tert-butyl 4-(5-amino-2,4-difluorophenyl)-1-piperidinecarbo... The reactants are CCCS(=O)(=O)Nc1ccc(F)c(C(O)c2c[nH]c3ncc(Br)cc23)c1, C1CCOC1. Yields the product CCCS(=O)(=O)Nc1ccc(F)c(C(=O)c2c[nH]c3ncc(Br)cc23)c1. Reaction SMILES: [Br:1][c:2]1[cH:3][c:4]2[c:5]([n:6][cH:7]1)[nH:8][cH:9][c:10]2[CH:11]([c:12]1[cH:13][c:14]([NH:19][S:20](=[O:21])(=[O:22])[CH2:23][CH2:24][CH3:25])[cH:15][cH:16][c:17]1[F:18])[OH:26].[O:27]1[CH2:28][CH2:29][CH2:30][CH2:31]1>>[Br:1][c:2]1[cH:3][c:4]2[c:5]([n:6][cH:7]1)[nH:8][cH:9][c:10]2[C:11]([c:12]1[cH:13][c:14]([NH:19][S:20](=[O:21])(=[O:22])[CH2:23][CH2:24][CH3:25])[cH:15][cH:16][c:17]1[F:18])=[O:26]. Starting materials: ClC1=C(CN2C(=C(C=3N=C(N(C(C32)=O)C)SC)C#N)N3C[C@@H](CCC3)NC(OC(C)(C)C)=O)C=CC=C1 (tert-butyl {(3R)-1-[5-(2-chlorobenzyl)-7-cyano-3-methyl-2-(methylthio)-4-oxo-4,5-dihydro-3H-pyrrolo[3,2-d]pyrimidin-6-yl]piperidin-3-yl}carbamate), C(C)(=O)O (acetic acid), O (water), OO (hydrogen peroxide). Reagents/catalysts: O.O.[O-][W](=O)(=O)[O-].[Na+].[Na+] (Sodium tungstate dihydrate). Solvent: CO (methanol). Run at temperature 50 celsius, time 4 hour. The product is ClC1=C(CN2C(=C(C=3N=C(N(C(C32)=O)C)S(=O)(=O)C)C#N)N3C[C@@H](CCC3)NC(OC(C)(C)C)=O)C=CC=C1 (tert-Butyl {(3R)-1-[5-(2-chlorobenzyl)-7-cyano-3-methyl-2-(methylsulfonyl)-4-oxo-4,5-dihydro-3H-pyrrolo[3,2-d]pyrimidin-6-yl]piperidin-3-yl}carbamate). RXN SMILES: [Cl:1][C:2]1[CH:37]=[CH:36][CH:35]=[CH:34][C:3]=1[CH2:4][N:5]1[C:13]2[C:12](=[O:14])[N:11]([CH3:15])[C:10]([S:16][CH3:17])=[N:9][C:8]=2[C:7]([C:18]#[N:19])=[C:6]1[N:20]1[CH2:25][CH2:24][CH2:23][C@@H:22]([NH:26][C:27](=[O:33])[O:28][C:29]([CH3:32])([CH3:31])[CH3:30])[CH2:21]1.C(O)(=O)C.[OH2:42].[OH:43]O>CO.O.O.[O-][W]([O-])(=O)=O.[Na+].[Na+]>[Cl:1][C:2]1[CH:37]=[CH:36][CH:35]=[CH:34][C:3]=1[CH2:4][N:5]1[C:13]2[C:12](=[O:14])[N:11]([CH3:15])[C:10]([S:16]([CH3:17])(=[O:43])=[O:42])=[N:9][C:8]=2[C:7]([C:18]#[N:19])=[C:6]1[N:20]1[CH2:25][CH2:24][CH2:23][C@@H:22]([NH:26][C:27](=[O:33])[O:28][C:29]([CH3:30])([CH3:31])[CH3:32])[CH2:21]1 |f:5.6.7.8.9|. Reported procedure: Sodium tungstate dihydrate (139 mg) was added to a solution of tert-butyl {(3R)-1-[5-(2-chlorobenzyl)-7-cyano-3-methyl-2-(methylthio)-4-oxo-4,5-dihydro-3H-pyrrolo[3,2-d]pyrimidin-6-yl]piperidin-3-yl}carbamate (230 mg) in a mixture of methanol (2 ml), acetic acid (0.7 ml) and water (0.25 ml), and the resulting mixture was heated to 50° C. A 30% aqueous hydrogen peroxide solution (0.29 ml) was added dropwise thereto, followed by stirring at 60° C. for 4 hours. After the reaction mixture was allowe...